This data is from the Open Reaction Database (ORD), a public repository of structured organic reaction records. The task is: describe an organic reaction: reactants, conditions, products, and yield Starting materials: COC(C(CC=O)C1=CC(=C(C=C1)Cl)Cl)=O (2-(3,4-dichloro-phenyl)-4-oxo-butyric acid methyl ester), title compounds, COC(CC1=CC(=C(C=C1)Cl)Cl)=O (3,4-dichloro-phenyl-acetic acid methyl ester), COC(CCBr)OC (3-bromopropionaldehyde dimethylacetal), Cl (HCl). The product is COC(C(CCC=O)C1=CC(=C(C=C1)Cl)Cl)=O (2-(3,4-Dichloro-phenyl)-5-oxo-pentanoic acid methyl ester). Reaction SMILES: [CH3:1][O:2][C:3](=[O:16])[CH:4]([C:8]1[CH:13]=[CH:12][C:11]([Cl:14])=[C:10]([Cl:15])[CH:9]=1)[CH2:5][CH:6]=O.[CH3:17][O:18]C(=O)CC1C=CC(Cl)=C(Cl)C=1.COC(OC)CCBr.Cl>>[CH3:1][O:2][C:3](=[O:16])[CH:4]([C:8]1[CH:13]=[CH:12][C:11]([Cl:14])=[C:10]([Cl:15])[CH:9]=1)[CH2:5][CH2:6][CH:17]=[O:18]. Reported procedure: In analogy to the procedure described for the synthesis of 2-(3,4-dichloro-phenyl)-4-oxo-butyric acid methyl ester (example 2, step 1) the title compounds was prepared from 3,4-dichloro-phenyl-acetic acid methyl ester (commercially available), and 3-bromopropionaldehyde dimethylacetal and subsequent treatment with HCl aq. MS (m/e): 274.1/276.1 (MH+). Starting materials: CC1(C)CCN(C(=O)Nc2ccccc2)c2cc(C#N)ccc21, CC#N, O=C=Nc1cccc(Cl)c1. Product: CC1(C)CCN(C(=O)Nc2cccc(Cl)c2)c2cc(C#N)ccc21. As a reaction SMILES: [C:1](#[N:2])[c:3]1[cH:4][cH:5][c:6]2[c:11]([cH:12]1)[N:10]([C:13](=[O:14])[NH:15][c:16]1[cH:17][cH:18][cH:19][cH:20][cH:21]1)[CH2:9][CH2:8][C:7]2([CH3:22])[CH3:23].[CH3:34][C:35]#[N:36].[Cl:24][c:25]1[cH:26][c:27]([N:28]=[C:29]=[O:30])[cH:31][cH:32][cH:33]1>>[C:1](#[N:2])[c:3]1[cH:4][cH:5][c:6]2[c:11]([cH:12]1)[N:10]([C:13](=[O:14])[NH:15][c:16]1[cH:17][c:18]([Cl:24])[cH:19][cH:20][cH:21]1)[CH2:9][CH2:8][C:7]2([CH3:22])[CH3:23]. The reactants are CO, ClCCl, Cc1ccc(Cl)cc1C(=O)O, O=S(Cl)Cl. The product is COC(=O)c1cc(Cl)ccc1C. Reaction SMILES: [CH3:16][OH:17].[Cl:18][CH2:19][Cl:20].[Cl:1][c:2]1[cH:3][cH:4][c:5]([CH3:11])[c:6]([C:7](=[O:8])[OH:9])[cH:10]1.[S:12]([Cl:13])([Cl:14])=[O:15]>>[Cl:1][c:2]1[cH:3][cH:4][c:5]([CH3:11])[c:6]([C:7](=[O:8])[O:9][CH3:16])[cH:10]1. Reactants: Cc1ccccc1, Cc1c(Cl)nc(N(Cc2ccccc2)Cc2ccccc2)c2nc(C)n(C(C)(C)C)c12, O=P(Cl)(Cl)Cl. Yields the product Cc1nc2c(N(Cc3ccccc3)Cc3ccccc3)nc(Cl)c(C)c2[nH]1. As a reaction SMILES: [CH3:37][c:38]1[cH:39][cH:40][cH:41][cH:42][cH:43]1.[Cl:1][c:2]1[c:3]([CH3:31])[c:4]2[c:5]([c:6]([N:8]([CH2:9][c:10]3[cH:11][cH:12][cH:13][cH:14][cH:15]3)[CH2:16][c:17]3[cH:18][cH:19][cH:20][cH:21][cH:22]3)[n:7]1)[n:23][c:24]([CH3:30])[n:25]2[C:26]([CH3:27])([CH3:28])[CH3:29].[P:32]([Cl:33])([Cl:34])([Cl:35])=[O:36]>>[Cl:1][c:2]1[c:3]([CH3:31])[c:4]2[c:5]([c:6]([N:8]([CH2:9][c:10]3[cH:11][cH:12][cH:13][cH:14][cH:15]3)[CH2:16][c:17]3[cH:18][cH:19][cH:20][cH:21][cH:22]3)[n:7]1)[n:23][c:24]([CH3:30])[nH:25]2. Reactants: C(#N)C1=C(C(=C(NC(C)=O)C=C1)F)F (4'-cyano-2',3'-difluoroacetanilide), C(=O)(O)[O-].[Na+] (NaHCO3). Reagents/catalysts: [Ni] (Raney nickel). Solvent: C(=O)O (HCOOH), C(=O)O (HCOOH). Product: FC1=C(NC(C)=O)C=CC(=C1F)C=O (2',3'-difluoro-4'-formylacetanilide). Yield: 92.5%. RXN SMILES: [C:1]([C:3]1[CH:12]=[CH:11][C:6]([NH:7][C:8](=[O:10])[CH3:9])=[C:5]([F:13])[C:4]=1[F:14])#N.C([O-])(O)=[O:16].[Na+]>[Ni].C(O)=O>[F:13][C:5]1[C:4]([F:14])=[C:3]([CH:1]=[O:16])[CH:12]=[CH:11][C:6]=1[NH:7][C:8](=[O:10])[CH3:9] |f:1.2|. Procedure details: A mixture of 11 g of Raney nickel, 8.2 g of 4'-cyano-2',3'-difluoroacetanilide and 125 mL of 95% HCOOH is stirred and heated 30 minutes at 80°-85° C. The hot solution is filtered through diatomaceous earth and the cake washed with 3×100 mL of CH2CL2. The filtrate and wash are evaporated in vacuo to furnish a white solid. Excess saturated NaHCO3 is added to neutralize the residual HCOOH and the product is extracted with 3×400 mL of CH2Cl2. The CH2Cl2 extract is washed with saturated NaHCO3 and H2... The reactants are C1C(CCC2=CC=CC=C12)N1C(NC=C1)=S (1-(1,2,3,4-tetrahydronaphthalen-2-yl)-1,3-dihydroimidazole-2-thione), C(C=C)(=O)OCC (ethyl acrylate), [OH-].C(C1=CC=CC=C1)[N+](C)(C)C (N-benzyltrimethylammonium hydroxide). Solvent: C(C)O (ethanol), CO (methanol). Conditions: temperature 80 celsius. Product: C1C(CCC2=CC=CC=C12)N1C(N(C=C1)CCC(=O)OCC)=S (ethyl 3-[3-(1,2,3,4-tetrahydronaphthalen-2-yl)-2-thioxo-2,3-dihydro-1H-imidazol-1-yl]propionate). The yield is 66.1%. As a reaction SMILES: [CH2:1]1[C:10]2[C:5](=[CH:6][CH:7]=[CH:8][CH:9]=2)[CH2:4][CH2:3][CH:2]1[N:11]1[CH:15]=[CH:14][NH:13][C:12]1=[S:16].[C:17]([O:21][CH2:22][CH3:23])(=[O:20])[CH:18]=[CH2:19].[OH-].C([N+](C)(C)C)C1C=CC=CC=1>C(O)C.CO>[CH2:1]1[C:10]2[C:5](=[CH:6][CH:7]=[CH:8][CH:9]=2)[CH2:4][CH2:3][CH:2]1[N:11]1[CH:15]=[CH:14][N:13]([CH2:19][CH2:18][C:17]([O:21][CH2:22][CH3:23])=[O:20])[C:12]1=[S:16] |f:2.3|. Procedure: A mixture of 1-(1,2,3,4-tetrahydronaphthalen-2-yl)-1,3-dihydroimidazole-2-thione (1.3 g, 5.6 mmol), prepared as in Example 9, and ethyl acrylate (3.1 mL, 28.2 mmol) in 14 mL of ethanol and 1.28 mL of N-benzyltrimethylammonium hydroxide (2.8 mmol) in methanol was heated at 80° C. under nitrogen for 2 hours. The mixture was allowed to cool and concentrated by rotoevaporation. The residue was purified by chromatography on silica gel eluting with hexanes/ethyl acetate (3:1) to give ethyl 3-[3-(1,2,3...